This data is from the Open Reaction Database (ORD), a public repository of structured organic reaction records. The task is: describe an organic reaction: reactants, conditions, products, and yield Starting materials: CC=1NC(=CC1C=1C=C(C=CC1)C#C[C@@H](O)C1C(CC(N1C)=O)C1=CC=CC=C1)C (5-{(1R*)-3-[3-(2,5-dimethylpyrrolyl)phenyl]-1-hydroxyprop-2-ynyl}-1-methyl-4-phenylpyrrolidin-2-one), O (water), C(Cl)Cl (CH2Cl2), N1=C(C=CC=C1C)C (2,6-lutidine), [Si](C)(C)(C(C)(C)C)OS(=O)(=O)C(F)(F)F (TBDMSOTf). Run at time 2 hour. Yields the product CC=1NC(=CC1C=1C=C(C=CC1)C#C[C@](C(C)(C)C)([C@H]1[C@H](CC(N1C)=O)C1=CC=CC=C1)O[SiH](C)C)C ((±)-(4R*,5R*)-5-{(1R*)3-[3-(2,5-dimethylpyrrolyl)phenyl]-1-tert-butyldimethyl-silyloxyprop-2-ynyl}-1-methyl-4-phenylpyrrolidin-2-one). Isolated yield 47.0%. Reaction SMILES: [CH3:1][C:2]1[NH:3][C:4]([CH3:30])=[CH:5][C:6]=1[C:7]1[CH:8]=[C:9]([C:13]#[C:14][C@H:15]([CH:17]2[N:21]([CH3:22])[C:20](=[O:23])[CH2:19][CH:18]2[C:24]2[CH:29]=[CH:28][CH:27]=[CH:26][CH:25]=2)[OH:16])[CH:10]=[CH:11][CH:12]=1.N1[C:36]([CH3:37])=[CH:35]C=CC=1C.[Si:39](OS(C(F)(F)F)(=O)=O)(C(C)(C)C)([CH3:41])[CH3:40].O.[CH2:55](Cl)Cl>>[CH3:1][C:2]1[NH:3][C:4]([CH3:30])=[CH:5][C:6]=1[C:7]1[CH:8]=[C:9]([C:13]#[C:14][C@@:15]([O:16][SiH:39]([CH3:41])[CH3:40])([C@@H:17]2[N:21]([CH3:22])[C:20](=[O:23])[CH2:19][C@@H:18]2[C:24]2[CH:25]=[CH:26][CH:27]=[CH:28][CH:29]=2)[C:36]([CH3:35])([CH3:37])[CH3:55])[CH:10]=[CH:11][CH:12]=1. Reported procedure: To a 0° C. solution of (±)-(4R*5R*)-5-{(1R*)-3-[3-(2,5-dimethylpyrrolyl)phenyl]-1-hydroxyprop-2-ynyl}-1-methyl-4-phenylpyrrolidin-2-one (prepared according to the procedure described for Example 8, 0.15 g, 0.37 mmol) and 2,6-lutidine (0.1 mL, 0.93 mmol) in CH2Cl2 (10 mL) was added TBDMSOTf (0.13 mL, 0.55 mmol). The reaction mixture was stirred for 2 h, allowed to warm to room temperature and treated with water. The resulting mixture was extracted with CH2Cl2, dried (Na2SO4) and concentrated unde... The reactants are C1(=CC=CC=C1)C=1C=NN(C1C1=CC=CC=C1)CC(=O)OCC (ethyl 4,5-diphenyl-1H-pyrazole-1-acetate), CN(C)CCCCCCN (dimethylaminohexylamine), C(C)(C)N(CC)C(C)C (diisopropylethylamine), C(C)(C)N (isopropylamine), CN(C)CCCCCCN (dimethylaminohexylamine). Solvent: C(Cl)(Cl)Cl (chloroform), CCOCC (ether). Run at time 18 hour. Yields the product CN(CCCCCCC1=NN(C(=C1C1=CC=CC=C1)C1=CC=CC=C1)CC(=O)N)C ([6-(dimethylamino)hexyl]-4,5-diphenyl-1H-pyrazole-1-acetamide). As a reaction SMILES: [C:1]1([C:7]2[CH:8]=[N:9][N:10]([CH2:18][C:19]([O:21]CC)=O)[C:11]=2[C:12]2[CH:17]=[CH:16][CH:15]=[CH:14][CH:13]=2)[CH:6]=[CH:5][CH:4]=[CH:3][CH:2]=1.[CH3:24][N:25]([CH2:27][CH2:28][CH2:29][CH2:30][CH2:31][CH2:32]N)[CH3:26].C([N:37](C(C)C)CC)(C)C.C(N)(C)C>C(Cl)(Cl)Cl.CCOCC>[CH3:24][N:25]([CH3:26])[CH2:27][CH2:28][CH2:29][CH2:30][CH2:31][CH2:32][C:8]1[C:7]([C:1]2[CH:2]=[CH:3][CH:4]=[CH:5][CH:6]=2)=[C:11]([C:12]2[CH:17]=[CH:16][CH:15]=[CH:14][CH:13]=2)[N:10]([CH2:18][C:19]([NH2:37])=[O:21])[N:9]=1. Procedure: A mixture of 8 g (0.026 mol) of ethyl 4,5-diphenyl-1H-pyrazole-1-acetate of Example 1, 4.1 g (0.028 mol) of dimethylaminohexylamine and 33.3 mL (0.19 mol) of diisopropylethylamine was stirred on a steam bath under nitrogen for 18 hours. Thin layer chromatography on silica gel with 5% isopropylamine in chloroform showed incomplete reaction. Another 1 mL of dimethylaminohexylamine was added and stirring continued on a steam bath for an additional 24 hours. The reaction was stripped in vacuo, taken... Reactants: OC1=CC(=CC2=C1C1=C(C(O2)(C)C)SCC1)C (1,2-dihydro-9-hydroxy-4,4,7-trimethyl-4H-thieno-[2,3-c] [1]benzopyran), N1(CCCCC1)CCC(=O)O (β-piperidinopropionic acid), C1(CCCCC1)N=C=NC1CCCCC1 (dicyclohexylcarbodiimide). The product is N1(CCCCC1)CCC(=O)OC1=CC(=CC2=C1C1=C(C(O2)(C)C)SCC1)C (1,2-Dihydro-9-[3-(piperidino)propionoxy]-4,4,7-trimethyl-4H-thieno[2,3-c] [1]benzopyran). As a reaction SMILES: [OH:1][C:2]1[C:7]2[C:8]3[CH2:16][CH2:15][S:14][C:9]=3[C:10]([CH3:13])([CH3:12])[O:11][C:6]=2[CH:5]=[C:4]([CH3:17])[CH:3]=1.[N:18]1([CH2:24][CH2:25][C:26](O)=[O:27])[CH2:23][CH2:22][CH2:21][CH2:20][CH2:19]1.C1(N=C=NC2CCCCC2)CCCCC1>>[N:18]1([CH2:24][CH2:25][C:26]([O:1][C:2]2[C:7]3[C:8]4[CH2:16][CH2:15][S:14][C:9]=4[C:10]([CH3:12])([CH3:13])[O:11][C:6]=3[CH:5]=[C:4]([CH3:17])[CH:3]=2)=[O:27])[CH2:23][CH2:22][CH2:21][CH2:20][CH2:19]1. Procedure details: Following a procedure similar to that described in Example 8 hereinabove, 1,2-dihydro-9-hydroxy-7-methyl-4-oxo-4H-thieno[2,3-c] [1]benzopyran is reacted with methyl magnesium bromide to give 1,2-dihydro-9-hydroxy-4,4,7-trimethyl-4H-thieno-[2,3-c] [1]benzopyran. The benzopyran is then reacted with β-piperidinopropionic acid and dicyclohexylcarbodiimide to yield the desired ester.